This data is from the Open Reaction Database (ORD), a public repository of structured organic reaction records. The task is: describe an organic reaction: reactants, conditions, products, and yield The reactants are N1=CN=C2NC=NC2=C1N[C@@H](C)C1=NC2=C(N1C1=CC=CC=C1)C=C(C=C2)C#N ((S)-2-(1-(9H-purin-6-ylamino)ethyl)-1-phenyl-1H-benzo[d]imidazole-6-carbonitrile), C([O-])([O-])=O.[K+].[K+] (potassium carbonate), C([O-])([O-])=O.[K+].[K+] (potassium carbonate). Run in O (water), CCOC(=O)C (EtOAc), OO (hydrogen peroxide), CS(=O)C (DMSO), O (water), OO (hydrogen peroxide). Reaction conditions: time 1 hour. Product: N1=CN=C2NC=NC2=C1N[C@@H](C)C1=NC2=C(N1C1=CC=CC=C1)C=C(C=C2)C(=O)N ((S)-2-(1-(9H-purin-6-ylamino)ethyl)-1-phenyl-1H-benzo[d]imidazole-6-carboxamide). Isolated yield 168.5%. Reaction SMILES: [N:1]1[C:9]([NH:10][C@H:11]([C:13]2[N:17]([C:18]3[CH:23]=[CH:22][CH:21]=[CH:20][CH:19]=3)[C:16]3[CH:24]=[C:25]([C:28]#[N:29])[CH:26]=[CH:27][C:15]=3[N:14]=2)[CH3:12])=[C:8]2[C:4]([NH:5][CH:6]=[N:7]2)=[N:3][CH:2]=1.C(=O)([O-])[O-:31].[K+].[K+]>CS(C)=O.O.OO.CCOC(C)=O>[N:1]1[C:9]([NH:10][C@H:11]([C:13]2[N:17]([C:18]3[CH:23]=[CH:22][CH:21]=[CH:20][CH:19]=3)[C:16]3[CH:24]=[C:25]([C:28]([NH2:29])=[O:31])[CH:26]=[CH:27][C:15]=3[N:14]=2)[CH3:12])=[C:8]2[C:4]([NH:5][CH:6]=[N:7]2)=[N:3][CH:2]=1 |f:1.2.3|. Procedure: To a solution of (S)-2-(1-(9H-purin-6-ylamino)ethyl)-1-phenyl-1H-benzo[d]imidazole-6-carbonitrile 122 (70 mg, 0.18 mmol) in DMSO (2 mL) was added potassium carbonate (10 mg, 0.07 mmol) followed by hydrogen peroxide (30%, 0.2 mL). After 1 h stirring, additional potassium carbonate (10 mg, 0.07 mmol) in water and hydrogen peroxide 90.2 mL) were added and stirring was continued for 1 h. The solution was then diluted with water (30 mL) and EtOAc was added. A precipitate formed and was filtered off a...